Dataset: the Open Reaction Database (ORD), a public repository of structured organic reaction records. Task: describe an organic reaction: reactants, conditions, products, and yield The reactants are CC(C)c1ccc(C=CCBr)cc1, CN(C)C=O, [H-], [Na+], O, Cc1cc(O)c(C)c(C)c1NC=O. The product is Cc1cc(OCC=Cc2ccc(C(C)C)cc2)c(C)c(C)c1NC=O. RXN SMILES: [Br:16][CH2:17][CH:18]=[CH:19][c:20]1[cH:21][cH:22][c:23]([CH:26]([CH3:27])[CH3:28])[cH:24][cH:25]1.[CH3:30][N:31]([CH3:32])[CH:33]=[O:34].[H-:14].[Na+:15].[OH2:29].[OH:1][c:2]1[c:3]([CH3:13])[c:4]([CH3:12])[c:5]([NH:9][CH:10]=[O:11])[c:6]([CH3:8])[cH:7]1>>[O:1]([c:2]1[c:3]([CH3:13])[c:4]([CH3:12])[c:5]([NH:9][CH:10]=[O:11])[c:6]([CH3:8])[cH:7]1)[CH2:17][CH:18]=[CH:19][c:20]1[cH:21][cH:22][c:23]([CH:26]([CH3:27])[CH3:28])[cH:24][cH:25]1. Reactants: OC(=O)C(F)(F)F.N1CC(C1)NC(CNC1=NN(C2=CC=C(C=C12)C(F)(F)F)CC)=O (N-Azetidin-3-yl-2-(1-ethyl-5-trifluoromethyl-1H-indazol-3-ylamino)-acetamide TFA salt), C(C)(C)C1CCC(CC1)=O (4-isopropyl-cyclohexanone). Product: C(C)N1N=C(C2=CC(=CC=C12)C(F)(F)F)NCC(=O)NC1CN(C1)C1CCC(CC1)C(C)C (2-(1-Ethyl-5-trifluoromethyl-1H-indazol-3-ylamino)-N-[1-(4-isopropyl-cyclohexyl)-azetidin-3-yl]-acetamide). As a reaction SMILES: OC(C(F)(F)F)=O.[NH:8]1[CH2:11][CH:10]([NH:12][C:13](=[O:31])[CH2:14][NH:15][C:16]2[C:24]3[C:19](=[CH:20][CH:21]=[C:22]([C:25]([F:28])([F:27])[F:26])[CH:23]=3)[N:18]([CH2:29][CH3:30])[N:17]=2)[CH2:9]1.[CH:32]([CH:35]1[CH2:40][CH2:39][C:38](=O)[CH2:37][CH2:36]1)([CH3:34])[CH3:33]>>[CH2:29]([N:18]1[C:19]2[C:24](=[CH:23][C:22]([C:25]([F:27])([F:26])[F:28])=[CH:21][CH:20]=2)[C:16]([NH:15][CH2:14][C:13]([NH:12][CH:10]2[CH2:9][N:8]([CH:38]3[CH2:39][CH2:40][CH:35]([CH:32]([CH3:34])[CH3:33])[CH2:36][CH2:37]3)[CH2:11]2)=[O:31])=[N:17]1)[CH3:30] |f:0.1|. Procedure: The title compound was prepared as a white solid from reaction of N-azetidin-3-yl-2-(1-ethyl-5-trifluoromethyl-1H-indazol-3-ylamino)-acetamide TFA salt (as prepared in Example 67, Step A) and 4-isopropyl-cyclohexanone using the procedure described in Step E of Example 1. Isolated yield 77.6%. Run in O1CCOCC1 (1,4-dioxane). Procedure details: N-(5-bromothiazolo[5,4-b]pyridin-2-yl)acetamide (1.504 g, 5.527 mmol), 3-aminophenylboronic acid monohydrate (1.316 g, 8.493 mmol), Pd(dppf)C12-DCM complex (604.4 mg, 0.7401 mmol), and potassium carbonate (2.292 g, 16.58 mmol) were suspended in 1,4-dioxane (45 ml) and water (15 ml) was added. Argon was bubbled through the solution for about 30 seconds, and then the flask was fit with a reflux condensor and placed in a preheated oil bath (90-99° C.) and stirred under argon for 4 hours. The reacti... Reactants: BrC1=CC=C2C(=N1)SC(=N2)NC(C)=O (N-(5-bromothiazolo[5,4-b]pyridin-2-yl)acetamide), O (water), O.NC=1C=C(C=CC1)B(O)O (3-aminophenylboronic acid monohydrate), C([O-])([O-])=O.[K+].[K+] (potassium carbonate). RXN SMILES: Br[C:2]1[N:7]=[C:6]2[S:8][C:9]([NH:11][C:12](=[O:14])[CH3:13])=[N:10][C:5]2=[CH:4][CH:3]=1.O.[NH2:16][C:17]1[CH:18]=[C:19](B(O)O)[CH:20]=[CH:21][CH:22]=1.C(=O)([O-])[O-].[K+].[K+].O>O1CCOCC1>[NH2:16][C:17]1[CH:22]=[C:21]([C:2]2[N:7]=[C:6]3[S:8][C:9]([NH:11][C:12](=[O:14])[CH3:13])=[N:10][C:5]3=[CH:4][CH:3]=2)[CH:20]=[CH:19][CH:18]=1 |f:1.2,3.4.5|. Run at temperature 94.5 celsius, time 4 hour. Product: NC=1C=C(C=CC1)C1=CC=C2C(=N1)SC(=N2)NC(C)=O (N-(5-(3-aminophenyl)thiazolo[5,4-b]pyridin-2-yl)acetamide). The reactants are CCO, O=[N+]([O-])c1ccc(C2(CO)CCC2)cc1. Yields the product Nc1ccc(C2(CO)CCC2)cc1. Reaction SMILES: [CH3:16][CH2:17][OH:18].[N+:1]([O-:2])(=[O:3])[c:4]1[cH:5][cH:6][c:7]([C:10]2([CH2:14][OH:15])[CH2:11][CH2:12][CH2:13]2)[cH:8][cH:9]1>>[NH2:1][c:4]1[cH:5][cH:6][c:7]([C:10]2([CH2:14][OH:15])[CH2:11][CH2:12][CH2:13]2)[cH:8][cH:9]1.